This data is from the Open Reaction Database (ORD), a public repository of structured organic reaction records. The task is: describe an organic reaction: reactants, conditions, products, and yield Reactants: [OH-].[K+] (potassium hydroxide), C1(=CC=CC=C1)C=1NC(=C(N1)C1=CC=CC=C1)C1=CC=CC=C1 (2,4,5-triphenylimidazole), BrCCCCCCCC(C(=O)OCC)(C)C (ethyl 9-bromo-2,2-dimethylnonanoate), C([O-])([O-])=O.[K+].[K+] (potassium carbonate). Run in CC(CC)=O (2-butanone), CS(=O)C (dimethyl sulphoxide). Yields the product C1(=CC=CC=C1)N1C(=NC(=C1CCCCCCCC(C(=O)O)(C)C)C1=CC=CC=C1)C1=CC=CC=C1 (9-(1,2,4-tri-phenylimidazolyl)-2,2-dimethylnonanoic acid). RXN SMILES: [C:1]1([C:7]2[NH:8][C:9](C3C=CC=CC=3)=[C:10]([C:12]3[CH:17]=[CH:16][CH:15]=[CH:14][CH:13]=3)[N:11]=2)[CH:6]=[CH:5][CH:4]=[CH:3][CH:2]=1.Br[CH2:25][CH2:26][CH2:27][CH2:28][CH2:29][CH2:30][CH2:31][C:32]([CH3:39])([CH3:38])[C:33]([O:35]CC)=[O:34].C(=O)([O-])[O-].[K+].[K+].[OH-].[K+]>CS(C)=O.CC(=O)CC>[C:1]1([N:8]2[C:9]([CH2:25][CH2:26][CH2:27][CH2:28][CH2:29][CH2:30][CH2:31][C:32]([CH3:38])([CH3:39])[C:33]([OH:35])=[O:34])=[C:10]([C:12]3[CH:17]=[CH:16][CH:15]=[CH:14][CH:13]=3)[N:11]=[C:7]2[C:1]2[CH:2]=[CH:3][CH:4]=[CH:5][CH:6]=2)[CH:6]=[CH:5][CH:4]=[CH:3][CH:2]=1 |f:2.3.4,5.6|. Procedure details: A mixture of 2,4,5-triphenylimidazole (4.13 g), ethyl 9-bromo-2,2-dimethylnonanoate (10.95 g), potassium carbonate (10 g) and 2-butanone was stirred at reflux for 48 hours. The mixture was filtered, solvent removed under reduced pressure and the residue was chromatographed on silica gel eluted with chloroform to give a clear oil which was dissolved in dimethyl sulphoxide (30 ml) and treated with potassium hydroxide (3 g). The mixture was stirred at 40° C. for 24 hours when the solvent was remove... The reactants are COC=1C=C2C=3CCNC(C3NC2=CC1)CCC1=CC=C(C=C1)C(F)(F)F (6-methoxy-1-[2-(4-trifluoromethyl-phenyl)-ethyl]-2,3,4,9-tetrahydro-1H-β-carboline), BrC(C(=O)OCC)C1=CC=CC=C1 (ethyl bromophenylacetate), C(=O)([O-])[O-].[Na+].[Na+] (Na2CO3). Solvent: CO (methanol). Yields the product C(C)OC(C(C1=CC=CC=C1)N1C(C=2NC3=CC=C(C=C3C2CC1)OC)CCC1=CC=C(C=C1)C(F)(F)F)=O ({6-methoxy-1-[2-(4-trifluoromethyl-phenyl)-ethyl]-1,3,4,9-tetrahydro-β-carbolin-2-yl}-phenyl-acetic acid ethyl ester). Isolated yield 16.3%. As a reaction SMILES: [CH3:1][O:2][C:3]1[CH:4]=[C:5]2[C:13](=[CH:14][CH:15]=1)[NH:12][C:11]1[CH:10]([CH2:16][CH2:17][C:18]3[CH:23]=[CH:22][C:21]([C:24]([F:27])([F:26])[F:25])=[CH:20][CH:19]=3)[NH:9][CH2:8][CH2:7][C:6]2=1.Br[CH:29]([C:35]1[CH:40]=[CH:39][CH:38]=[CH:37][CH:36]=1)[C:30]([O:32][CH2:33][CH3:34])=[O:31].C([O-])([O-])=O.[Na+].[Na+]>CO>[CH2:33]([O:32][C:30](=[O:31])[CH:29]([N:9]1[CH2:8][CH2:7][C:6]2[C:5]3[C:13](=[CH:14][CH:15]=[C:3]([O:2][CH3:1])[CH:4]=3)[NH:12][C:11]=2[CH:10]1[CH2:16][CH2:17][C:18]1[CH:23]=[CH:22][C:21]([C:24]([F:27])([F:26])[F:25])=[CH:20][CH:19]=1)[C:35]1[CH:40]=[CH:39][CH:38]=[CH:37][CH:36]=1)[CH3:34] |f:2.3.4|. Procedure details: A mixture of 90 mg (0.24 mmol) 6-methoxy-1-[2-(4-trifluoromethyl-phenyl)-ethyl]-2,3,4,9-tetrahydro-1H-β-carboline, 59 mg (0.24 mmol) ethyl bromophenylacetate and 28.8 mg (0.27 mmol) Na2CO3 in 4 mL methanol was heated to reflux for 16 h. After filtration DMF was added and the mixture was subjected to purification by preparative HPLC on reversed phase eluting with a gradient formed from acetonitrile, water and formic acid. The combined product fractions were evaporated to dryness to yield 21 mg (1... Reactants: C(C)(C)(C)OC(NC1(CC2=CNN=C2CC1)C1=CC(=CC=C1)C(C)(C)C)=O ([5-(3-tert-Butyl-phenyl)-4,5,6,7-tetrahydro-2H-indazol-5-yl]-carbamic acid tert-butyl ester), O1CCOCC1 (dioxane). Solvent: Cl (hydrogen chloride). The product is C(C)(C)(C)C=1C=C(C=CC1)C1(CC2=CNN=C2CC1)N (5-(3-tert-Butyl-phenyl)-4,5,6,7-tetrahydro-2H-indazol-5-ylamine). RXN SMILES: C(OC(=O)[NH:7][C:8]1([C:17]2[CH:22]=[CH:21][CH:20]=[C:19]([C:23]([CH3:26])([CH3:25])[CH3:24])[CH:18]=2)[CH2:16][CH2:15][C:14]2[C:10](=[CH:11][NH:12][N:13]=2)[CH2:9]1)(C)(C)C.O1CCOCC1>Cl>[C:23]([C:19]1[CH:18]=[C:17]([C:8]2([NH2:7])[CH2:16][CH2:15][C:14]3[C:10](=[CH:11][NH:12][N:13]=3)[CH2:9]2)[CH:22]=[CH:21][CH:20]=1)([CH3:26])([CH3:24])[CH3:25]. Procedure: [5-(3-tert-Butyl-phenyl)-4,5,6,7-tetrahydro-2H-indazol-5-yl]-carbamic acid tert-butyl ester (84 mg, 0.23 mmol) was dissolved in 4 N hydrogen chloride in dioxane (2 mL, 8 mmol) at room temperatrure for 90 min, whereupon the reaction was deemed complete by TLC. The reaction mixture was concentrated under reduced pressure and the amine hydrochloride salt was basified by partitioning between 1 N aqueous NaOH and 33% isopropanol in chloroform. The organic layer was separated and the aqueous layer ext... Reactants: C(C)(CC)C1=CC=C(N)C=C1 (4-sec-butyl aniline), C1=2C(=O)OC(NC1=CC=CC2)=O (isatoic anhydride), O (water). Solvent: CN(C)C=O (DMF). Run at temperature 115 celsius, time 16 hour. The product is NC1=C(C(=O)NC2=CC=C(C=C2)C(C)CC)C=CC=C1 (2-amino-N-(4-sec-butylphenyl)benzamide). RXN SMILES: [CH:1]([C:5]1[CH:11]=[CH:10][C:8]([NH2:9])=[CH:7][CH:6]=1)([CH2:3][CH3:4])[CH3:2].[C:12]12[C:18](=[CH:19][CH:20]=[CH:21][CH:22]=1)[NH:17]C(=O)O[C:13]2=[O:14].O>CN(C=O)C>[NH2:17][C:18]1[CH:19]=[CH:20][CH:21]=[CH:22][C:12]=1[C:13]([NH:9][C:8]1[CH:7]=[CH:6][C:5]([CH:1]([CH2:3][CH3:4])[CH3:2])=[CH:11][CH:10]=1)=[O:14]. Procedure details: 4-sec-butyl aniline (B) (1.49 g, 10.0 mmol) was added to a solution of isatoic anhydride (A) (1.63 g, 10.0 mmol) in anhydrous DMF (40 mL) and the reaction mixture was stirred at 115° C. for 16 hours under nitrogen. It was then cooled to room temperature and poured into water (200 mL), and extracted with ethyl acetate (200 mL). The organic phase was washed with water (100 mL), 10% aqueous NaOH solution (100 mL), water (100 mL) and dried over anhydrous Na2SO4. Removal of solvent gave 2-amino-N-(4-... The reactants are C1(=CC=CC=C1)C (Toluene), aqueous solution, C([O-])([O-])=O.[Na+].[Na+] (sodium carbonate), NC1=C(C(=O)OC)C=C(N=C1C1=CC=C(C=C1)C(=O)OC)Br (methyl 3-amino-6-bromo-2-(4-(methoxycarbonyl)phenyl)-isonicotinate), FC=1C=C(C=CC1OC)B(O)O (3-fluoro-4-methoxyphenylboronic acid). The reagents and catalysts are C=1C=CC(=CC1)[P](C=2C=CC=CC2)(C=3C=CC=CC3)[Pd]([P](C=4C=CC=CC4)(C=5C=CC=CC5)C=6C=CC=CC6)([P](C=7C=CC=CC7)(C=8C=CC=CC8)C=9C=CC=CC9)[P](C=1C=CC=CC1)(C=1C=CC=CC1)C=1C=CC=CC1 (tetrakis(triphenylphosphine)palladium(0)). The solvent is CO (MeOH). Conditions: temperature 125 celsius. Yields the product NC1=C(C(=O)OC)C=C(N=C1C1=CC=C(C=C1)C(=O)OC)C1=CC(=C(C=C1)OC)F (methyl 3-amino-6-(3-fluoro-4-methoxyphenyl)-2-(4-(methoxycarbonyl)phenyl)isonicotinate). Isolated yield 80.0%. Reaction SMILES: [NH2:1][C:2]1[C:11]([C:12]2[CH:17]=[CH:16][C:15]([C:18]([O:20][CH3:21])=[O:19])=[CH:14][CH:13]=2)=[N:10][C:9](Br)=[CH:8][C:3]=1[C:4]([O:6][CH3:7])=[O:5].[F:23][C:24]1[CH:25]=[C:26](B(O)O)[CH:27]=[CH:28][C:29]=1[O:30][CH3:31].C1(C)C=CC=CC=1.C(=O)([O-])[O-].[Na+].[Na+]>C1C=CC([P]([Pd]([P](C2C=CC=CC=2)(C2C=CC=CC=2)C2C=CC=CC=2)([P](C2C=CC=CC=2)(C2C=CC=CC=2)C2C=CC=CC=2)[P](C2C=CC=CC=2)(C2C=CC=CC=2)C2C=CC=CC=2)(C2C=CC=CC=2)C2C=CC=CC=2)=CC=1.CO>[NH2:1][C:2]1[C:11]([C:12]2[CH:17]=[CH:16][C:15]([C:18]([O:20][CH3:21])=[O:19])=[CH:14][CH:13]=2)=[N:10][C:9]([C:26]2[CH:27]=[CH:28][C:29]([O:30][CH3:31])=[C:24]([F:23])[CH:25]=2)=[CH:8][C:3]=1[C:4]([O:6][CH3:7])=[O:5] |f:3.4.5,^1:51,53,72,91|. Reported procedure: A mixture of methyl 3-amino-6-bromo-2-(4-(methoxycarbonyl)phenyl)-isonicotinate (2.00 g, 5.48 mmol), 3-fluoro-4-methoxyphenylboronic acid (0.931 g, 5.48 mmol), and tetrakis(triphenylphosphine)palladium(0) (0.316 g, 0.274 mmol) in a flask was flushed with nitrogen. Toluene (25 mL), MeOH (5 mL) and a 2 N aqueous solution of sodium carbonate (6.2 mL, 12.4 mmol) was added and the reaction was heated in a 125° C. oil bath for 2 hr. The reaction was partitioned between EtOAc and a saturated aqueous so...